This data is from the Open Reaction Database (ORD), a public repository of structured organic reaction records. The task is: describe an organic reaction: reactants, conditions, products, and yield Reactants: O=C1C=CCC1, C[O-], CO, [Cl-], [NH4+], [Na+], COC(=O)CS(=O)(=O)c1ccccc1. Yields the product COC(=O)C(C1CCC(=O)C1)S(=O)(=O)c1ccccc1. Reaction SMILES: [C:18]1(=[O:23])[CH:19]=[CH:20][CH2:21][CH2:22]1.[CH3:15][O-:16].[CH3:24][OH:25].[Cl-:26].[NH4+:27].[Na+:17].[c:1]1([S:7](=[O:8])(=[O:9])[CH2:10][C:11](=[O:12])[O:13][CH3:14])[cH:2][cH:3][cH:4][cH:5][cH:6]1>>[c:1]1([S:7](=[O:8])(=[O:9])[CH:10]([C:11](=[O:12])[O:13][CH3:14])[CH:20]2[CH2:19][C:18](=[O:23])[CH2:22][CH2:21]2)[cH:2][cH:3][cH:4][cH:5][cH:6]1. Reactants: C1CCOC1, COc1nc(C)c(N)cc1C, C[Si](C)(C)[N-][Si](C)(C)C, COCC(C1CC1)n1cc(Cl)nc(Cl)c1=O, [Na+], [Na+], O=C([O-])O. Yields the product COCC(C1CC1)n1cc(Cl)nc(Nc2cc(C)c(OC)nc2C)c1=O. RXN SMILES: [CH2:43]1[O:44][CH2:45][CH2:46][CH2:47]1.[CH3:17][O:18][c:19]1[c:20]([CH3:27])[cH:21][c:22]([NH2:26])[c:23]([CH3:25])[n:24]1.[CH3:29][Si:30]([N-:31][Si:32]([CH3:33])([CH3:34])[CH3:35])([CH3:36])[CH3:37].[Cl:1][c:2]1[c:3](=[O:16])[n:4]([CH:9]([CH2:10][O:11][CH3:12])[CH:13]2[CH2:14][CH2:15]2)[cH:5][c:6]([Cl:8])[n:7]1.[Na+:28].[Na+:42].[O-:38][C:39]([OH:40])=[O:41]>>[c:2]1([NH:26][c:22]2[cH:21][c:20]([CH3:27])[c:19]([O:18][CH3:17])[n:24][c:23]2[CH3:25])[c:3](=[O:16])[n:4]([CH:9]([CH2:10][O:11][CH3:12])[CH:13]2[CH2:14][CH2:15]2)[cH:5][c:6]([Cl:8])[n:7]1. Reactants: [N+](=O)([O-])C1=CC=C2CCC3=C(N=C(S3)N)C2=C1 (8nitro-4,5-dihydronaphtho[1,2-d][1,3]thiazol-2-amine), C1(=CC=C(C=C1)S(=O)(=O)Cl)C1=CC=CC=C1 (4-biphenylsulfonyl chloride). The product is [N+](=O)([O-])C1=CC=C2CCC3=C(N=C(S3)NS(=O)(=O)C3=CC=C(C=C3)C3=CC=CC=C3)C2=C1 (N-(8-Nitro-4,5-dihydronaphtho[1,2-d][1,3]thiazol-2-yl)[1,1′-biphenyl]-4-sulfonamide), powder. Reaction SMILES: [N+:1]([C:4]1[CH:17]=[C:16]2[C:7]([CH2:8][CH2:9][C:10]3[S:14][C:13]([NH2:15])=[N:12][C:11]=32)=[CH:6][CH:5]=1)([O-:3])=[O:2].[C:18]1([C:28]2[CH:33]=[CH:32][CH:31]=[CH:30][CH:29]=2)[CH:23]=[CH:22][C:21]([S:24](Cl)(=[O:26])=[O:25])=[CH:20][CH:19]=1>>[N+:1]([C:4]1[CH:17]=[C:16]2[C:7]([CH2:8][CH2:9][C:10]3[S:14][C:13]([NH:15][S:24]([C:21]4[CH:20]=[CH:19][C:18]([C:28]5[CH:33]=[CH:32][CH:31]=[CH:30][CH:29]=5)=[CH:23][CH:22]=4)(=[O:26])=[O:25])=[N:12][C:11]=32)=[CH:6][CH:5]=1)([O-:3])=[O:2]. Procedure: The title compound was prepared from 8nitro-4,5-dihydronaphtho[1,2-d][1,3]thiazol-2-amine (100 mg, synthesized according to METHOD I from 7-nitrotetralone) and 4-biphenylsulfonyl chloride (122 mg) as described in the synetic METHOD A to give a yellow powder (4.4 mg) with a purity of >90%: MS-ES (neg) m/z 462.4. Reactants: C(C)(C)(C)OC(=O)N1C2C(CC1=O)CC1=CC=CC=C12 (2-oxo-3,3a,4,8b-tetrahydro-2H-indeno[1,2-b]pyrrole-1-carboxylic acid tert-butyl ester). Run in C(C)(C)(C)OC(N(C)C)N(C)C (tert-butoxybis(dimethylamino)methane), C(C)(=O)OCC (ethyl acetate). Product: C(C)(C)(C)OC(=O)N1C2C(/C(/C1=O)=C/N(C)C)CC1=CC=CC=C12 (3-[1-Dimethylamino-meth-(Z)-ylidene]-2-oxo-3,3a,4,8b-tetrahydro-2H-indeno[1,2-b]pyrrole-1-carboxylic acid tert-butyl ester). Isolated yield 197.5%. As a reaction SMILES: [C:1]([O:5][C:6]([N:8]1[C:12](=[O:13])[CH2:11][CH:10]2[CH2:14][C:15]3[C:20]([CH:9]12)=[CH:19][CH:18]=[CH:17][CH:16]=3)=[O:7])([CH3:4])([CH3:3])[CH3:2]>C(OC(N(C)C)N(C)C)(C)(C)C.C(OCC)(=O)C>[C:1]([O:5][C:6]([N:8]1[C:12](=[O:13])/[C:11](=[CH:6]\[N:8]([CH3:12])[CH3:9])/[CH:10]2[CH2:14][C:15]3[C:20]([CH:9]12)=[CH:19][CH:18]=[CH:17][CH:16]=3)=[O:7])([CH3:4])([CH3:2])[CH3:3]. Procedure: A solution of the 2-oxo-3,3a,4,8b-tetrahydro-2H-indeno[1,2-b]pyrrole-1-carboxylic acid tert-butyl ester F1 (160 mg, 0.586 mmol) in tert-butoxybis(dimethylamino)methane was heated at 75° C. for 4 h. The solution was diluted with ethyl acetate and washed with water, brine, dried and concentrated to give 3-[1-dimethylamino-meth-(Z)-ylidene]-2-oxo-3,3a,4,8b-tetrahydro-2H-indeno[1,2-b]pyrrole-1-carboxylic acid tert-butyl ester E1 (colourless solid, 190 mg, 98%). C19H24N2O3; MW: 328.41; LCMS (method A... Reactants: BrC1=C(C=CC(=C1)C(F)(F)F)S(=O)(=O)N1CC2N(CC1)C(C1=C2N=CC=C1)=O (9-{[2-bromo-4-(trifluoromethyl)phenyl]sulfonyl}-8,9,10,10a-tetrahydropyrido[2′,3′:3,4]pyrrolo[1,2-a]pyrazin-5(7H)-one), BrC1=C(C=CC(=C1)C(F)(F)F)S(=O)(=O)N1CC2N(CC1)C(C1=C2N=CC=C1)=O (9-{[2-bromo-4-(trifluoromethyl)phenyl]sulfonyl}-8,9,10,10a-tetrahydropyrido[2′,3′:3,4]pyrrolo[1,2-a]pyrazin-5(7H)-one), CB1OB(OB(O1)C)C (trimethylboroxin), C([O-])([O-])=O.[K+].[K+] (potassium carbonate). Reagents/catalysts: C=1C=CC(=CC1)[P](C=2C=CC=CC2)(C=3C=CC=CC3)[Pd]([P](C=4C=CC=CC4)(C=5C=CC=CC5)C=6C=CC=CC6)([P](C=7C=CC=CC7)(C=8C=CC=CC8)C=9C=CC=CC9)[P](C=1C=CC=CC1)(C=1C=CC=CC1)C=1C=CC=CC1 (Pd(PPh3)4). Conditions: temperature 90 celsius. Product: CC1=C(C=CC(=C1)C(F)(F)F)S(=O)(=O)N1CC2N(CC1)C(C1=C2N=CC=C1)=O (9-{[2-Methyl-4-(trifluoromethyl)phenyl]sulfonyl}-8,9,10,10a-tetrahydropyrido[2′,3′:3,4]pyrrolo[1,2-a]pyrazin-5(7H)-one). Isolated yield 55.9%. RXN SMILES: Br[C:2]1[CH:7]=[C:6]([C:8]([F:11])([F:10])[F:9])[CH:5]=[CH:4][C:3]=1[S:12]([N:15]1[CH2:20][CH2:19][N:18]2[C:21](=[O:28])[C:22]3[CH:27]=[CH:26][CH:25]=[N:24][C:23]=3[CH:17]2[CH2:16]1)(=[O:14])=[O:13].[CH3:29]B1OB(C)OB(C)O1.C(=O)([O-])[O-].[K+].[K+]>C1C=CC([P]([Pd]([P](C2C=CC=CC=2)(C2C=CC=CC=2)C2C=CC=CC=2)([P](C2C=CC=CC=2)(C2C=CC=CC=2)C2C=CC=CC=2)[P](C2C=CC=CC=2)(C2C=CC=CC=2)C2C=CC=CC=2)(C2C=CC=CC=2)C2C=CC=CC=2)=CC=1>[CH3:29][C:2]1[CH:7]=[C:6]([C:8]([F:11])([F:10])[F:9])[CH:5]=[CH:4][C:3]=1[S:12]([N:15]1[CH2:20][CH2:19][N:18]2[C:21](=[O:28])[C:22]3[CH:27]=[CH:26][CH:25]=[N:24][C:23]=3[CH:17]2[CH2:16]1)(=[O:14])=[O:13] |f:2.3.4,^1:47,49,68,87|. Procedure details: A mixture of 9-{[2-bromo-4-(trifluoromethyl)phenyl]sulfonyl}-8,9,10,10a-tetrahydropyrido[2′,3′:3,4]pyrrolo[1,2-a]pyrazin-5(7H)-one (265 mg; may be prepared as described in Intermediate 24), trimethylboroxin (182 mg), potassium carbonate (200 mg) and Pd(PPh3)4 (109 mg) was heated to 90° C. under argon for 6 hours. The reaction mixture was partitioned between EtOAc and saturated sodium bicarbonate solution, and then the aqueous was re-extracted with EtOAc. The combined organic phases were washed w... Reactants: C, CCO, O=C[O-], [NH4+], O, [Pd], CCOC(=O)CCC=Cc1ccccn1. Yields the product CCOC(=O)CCCCc1ccccn1. RXN SMILES: [C:24].[CH3:20][CH2:21][OH:22].[CH:16]([O-:17])=[O:18].[NH4+:19].[OH2:23].[Pd:25].[n:1]1[c:2]([CH:7]=[CH:8][CH2:9][CH2:10][C:11](=[O:12])[O:13][CH2:14][CH3:15])[cH:3][cH:4][cH:5][cH:6]1>>[n:1]1[c:2]([CH2:7][CH2:8][CH2:9][CH2:10][C:11](=[O:12])[O:13][CH2:14][CH3:15])[cH:3][cH:4][cH:5][cH:6]1. Starting materials: C(C1=CC=CC=C1)N1CCC2=CC(=CC=C12)O (1-benzylindolin-5-ol), C[C@@H](C1=CC=CC=C1)N=C=O ((S)-α-methylbenzylisocyanate), Example 2 ( 2 ). The product is C1(=CC=CC=C1)[C@H](C)NC(OC=1C=C2CCN(C2=CC1)CC1=CC=CC=C1)=O (1-benzylindolin-5-yl (S)-1-phenylethylcarbamate), solid. Isolated yield 27.0%. Reaction SMILES: [CH2:1]([N:8]1[C:16]2[C:11](=[CH:12][C:13]([OH:17])=[CH:14][CH:15]=2)[CH2:10][CH2:9]1)[C:2]1[CH:7]=[CH:6][CH:5]=[CH:4][CH:3]=1.[CH3:18][C@H:19]([N:26]=[C:27]=[O:28])[C:20]1[CH:25]=[CH:24][CH:23]=[CH:22][CH:21]=1>>[C:20]1([C@@H:19]([NH:26][C:27](=[O:28])[O:17][C:13]2[CH:12]=[C:11]3[C:16](=[CH:15][CH:14]=2)[N:8]([CH2:1][C:2]2[CH:3]=[CH:4][CH:5]=[CH:6][CH:7]=2)[CH2:9][CH2:10]3)[CH3:18])[CH:25]=[CH:24][CH:23]=[CH:22][CH:21]=1. Reported procedure: The title compound was synthesized from 1-benzylindolin-5-ol (35.0 mg, 0.155 mmol) using the same procedure employed for Example 2 (2), but with (S)-α-methylbenzylisocyanate instead of 4-isopropylphenylisocyanate. The product was obtained as a white solid (14.8 mg, 27%) having the following characteristics. The reactants are COC1=CC=C(CNC=2OC(=NN2)C=2C=C3C(=CN(C3=CC2)S(=O)(=O)C2=CC=C(C)C=C2)B2OC(C(O2)(C)C)(C)C)C=C1 (N-(4-methoxybenzyl)-5-(3-(4,4,5,5-tetramethyl-1,3,2-dioxaborolan-2-yl)-1-tosyl-1H-indol-5-yl)-1,3,4-oxadiazol-2-amine), BrC1=NC(=CN=C1)C1CC1 (2-bromo-6-cyclopropylpyrazine), P(=O)([O-])([O-])[O-].[K+].[K+].[K+] (potassium phosphate). The reagents and catalysts are C=1C=CC(=CC1)/C=C/C(=O)/C=C/C2=CC=CC=C2.C=1C=CC(=CC1)/C=C/C(=O)/C=C/C2=CC=CC=C2.C=1C=CC(=CC1)/C=C/C(=O)/C=C/C2=CC=CC=C2.[Pd].[Pd] (Pd2(dba)3), C1(CCCCC1)P(C1=C(C=CC=C1)C1=C(C=C(C=C1C(C)C)C(C)C)C(C)C)C1CCCCC1 (dicyclohexyl(2′,4′,6′-triisopropylbiphenyl-2-yl)phosphine). Run in O1CCOCC1 (dioxane), O (water). Reaction conditions: temperature 120 celsius. Yields the product C1(CC1)C1=CN=CC(=N1)C1=CN(C2=CC=C(C=C12)C1=NN=C(O1)NCC1=CC=C(C=C1)OC)S(=O)(=O)C1=CC=C(C)C=C1 (5-(3-(6-cyclopropylpyrazin-2-yl)-1-tosyl-1H-indol-5-yl)-N-(4-methoxybenzyl)-1,3,4-oxadiazol-2-amine). Isolated yield 67.5%. Reaction SMILES: [CH3:1][O:2][C:3]1[CH:43]=[CH:42][C:6]([CH2:7][NH:8][C:9]2[O:10][C:11]([C:14]3[CH:15]=[C:16]4[C:20](=[CH:21][CH:22]=3)[N:19]([S:23]([C:26]3[CH:32]=[CH:31][C:29]([CH3:30])=[CH:28][CH:27]=3)(=[O:25])=[O:24])[CH:18]=[C:17]4B3OC(C)(C)C(C)(C)O3)=[N:12][N:13]=2)=[CH:5][CH:4]=1.Br[C:45]1[CH:50]=[N:49][CH:48]=[C:47]([CH:51]2[CH2:53][CH2:52]2)[N:46]=1.P([O-])([O-])([O-])=O.[K+].[K+].[K+]>O1CCOCC1.O.C1C=CC(/C=C/C(/C=C/C2C=CC=CC=2)=O)=CC=1.C1C=CC(/C=C/C(/C=C/C2C=CC=CC=2)=O)=CC=1.C1C=CC(/C=C/C(/C=C/C2C=CC=CC=2)=O)=CC=1.[Pd].[Pd].C1(P(C2CCCCC2)C2C=CC=CC=2C2C(C(C)C)=CC(C(C)C)=CC=2C(C)C)CCCCC1>[CH:51]1([C:47]2[N:46]=[C:45]([C:17]3[C:16]4[C:20](=[CH:21][CH:22]=[C:14]([C:11]5[O:10][C:9]([NH:8][CH2:7][C:6]6[CH:42]=[CH:43][C:3]([O:2][CH3:1])=[CH:4][CH:5]=6)=[N:13][N:12]=5)[CH:15]=4)[N:19]([S:23]([C:26]4[CH:32]=[CH:31][C:29]([CH3:30])=[CH:28][CH:27]=4)(=[O:25])=[O:24])[CH:18]=3)[CH:50]=[N:49][CH:48]=2)[CH2:53][CH2:52]1 |f:2.3.4.5,8.9.10.11.12|. Procedure details: A mixture of N-(4-methoxybenzyl)-5-(3-(4,4,5,5-tetramethyl-1,3,2-dioxaborolan-2-yl)-1-tosyl-1H-indol-5-yl)-1,3,4-oxadiazol-2-amine (240 mg, 0.400 mmol), 2-bromo-6-cyclopropylpyrazine (CombiPhos Catalysts, Inc., Princeton, N.J.; 88 mg, 0.440 mmol), potassium phosphate (255 mg, 1.199 mmol), Pd2(dba)3 (10.98 mg, 0.012 mmol), and dicyclohexyl(2′,4′,6′-triisopropylbiphenyl-2-yl)phosphine (XPhos; 11.43 mg, 0.024 mmol) in dioxane (4.0 mL) and water (0.400 mL) was sparged with argon then heated at 120° ... The reactants are NC(C1=CC(=CC=C1)[N+](=O)[O-])=C(C(=O)OC)C(=O)OC (dimethyl (α-amino-3-nitrobenzylidene)malonate), [OH-].[K+] (potassium hydroxide). Solvent: CO (methanol), O (water). The product is NC(=CC(=O)OC)C1=CC(=CC=C1)[N+](=O)[O-] (methyl 3-amino-3-(3-nitrophenyl)acrylate). The yield is 52.8%. Reaction SMILES: [NH2:1][C:2](=[C:12](C(OC)=O)[C:13]([O:15][CH3:16])=[O:14])[C:3]1[CH:8]=[CH:7][CH:6]=[C:5]([N+:9]([O-:11])=[O:10])[CH:4]=1.[OH-].[K+]>CO.O>[NH2:1][C:2]([C:3]1[CH:8]=[CH:7][CH:6]=[C:5]([N+:9]([O-:11])=[O:10])[CH:4]=1)=[CH:12][C:13]([O:15][CH3:16])=[O:14] |f:1.2|. Procedure details: A mixture of dimethyl (α-amino-3-nitrobenzylidene)malonate (120 g) and potassium hydroxide in a mixture of methanol (1.2 l) and water(120 ml) was refluxed for 8 hours. The reaction mixture was concentrated under reduced pressure to a volume of 200 ml. The resulting crystals were collected by filtration and recrystallized from methanol to give methyl 3-amino-3-(3-nitrophenyl)acrylate (50.2 g). Starting materials: CC1=CC[C@@H](CC1)C(=C)C (limonene), C1COCCN1CCCS(=O)(=O)O (MOPS). RXN SMILES: [CH3:1][C:2]1[CH2:7][CH2:6][C@@H:5]([C:8]([CH3:10])=[CH2:9])[CH2:4][CH:3]=1.C1N(CCCS(O)(=O)=O)CC[O:13]C1>>[CH3:1][C:2]1[C:7](=[O:13])[CH2:6][CH:5]([C:8]([CH3:10])=[CH2:9])[CH2:4][CH:3]=1. Product: CC1=CCC(CC1=O)C(=C)C (carvone). Conditions: time 1 hour. Procedure: For transformation of limonene 50 mg Pleurotus sapidus mycel was placed in 1.5 mL MOPS buffer (0.1 M; pH 7.0) and the dried cell mass was rehydrated for one hour at 200 rpm and 24° C. For producing carvone 41 mM limonene were directly applied to the rehydrated culture. The reaction took place for 24 h at 150 rpm and 24° C. After addition of the internal standard (for example camphor for limonene transformation) samples were extracted with 2 mL azeotropic pentane/ether mixture, centrifuged and dr...